This data is from the Open Reaction Database (ORD), a public repository of structured organic reaction records. The task is: describe an organic reaction: reactants, conditions, products, and yield Reactants: C(C)OC(=O)C1=CC2=CC=C(C=C2C=C1)C#CC1=C(CCCC1(C)C)C (ethyl-6-[2-(2,6,6-trimethyl-cyclohex-1-enyl)-ethynyl]2-naphthoate), C(C)OC(=O)C1=CC2=CC=C(C=C2C=C1)C#CC1=C(CCCC1(C)C)C (ethyl-6-[2-(2,6,6-trimethyl-cyclohex-1-enyl)-ethynyl]2-naphthoate), solution, [OH-].[K+] (KOH). Run in C(C)O (ethanol), C(C)O (ethanol), O (water). Conditions: temperature 50 celsius, time 18 hour. Product: CC1=C(C(CCC1)(C)C)C#CC=1C=C2C=CC(=CC2=CC1)C(=O)O (6-[2-(2,6,6-trimethyl-cyclohex-1-enyl)-ethynyl]-2-naphthoic acid). Reaction SMILES: C([O:3][C:4]([C:6]1[CH:15]=[CH:14][C:13]2[C:8](=[CH:9][CH:10]=[C:11]([C:16]#[C:17][C:18]3[C:23]([CH3:25])([CH3:24])[CH2:22][CH2:21][CH2:20][C:19]=3[CH3:26])[CH:12]=2)[CH:7]=1)=[O:5])C.[OH-].[K+]>C(O)C.O>[CH3:26][C:19]1[CH2:20][CH2:21][CH2:22][C:23]([CH3:24])([CH3:25])[C:18]=1[C:17]#[C:16][C:11]1[CH:12]=[C:13]2[C:8](=[CH:9][CH:10]=1)[CH:7]=[C:6]([C:4]([OH:5])=[O:3])[CH:15]=[CH:14]2 |f:1.2|. Reported procedure: To a stirred solution of 0.130 g (0.38 mmol) of ethyl-6-[2-(2,6,6-trimethyl-cyclohex-1-enyl)-ethynyl]2-naphthoate (Compound 2) in 0.7 ml of ethanol was added dropwise under nitrogen 0.9 ml of a 1.86M solution of KOH in ethanol and water. After being stirred at 50 degrees C. for 18 hours, solvent was removed in-vacuo and the residue treated with 1 ml of water and extracted with 1×3 ml portions of ether. The aqueous layer was then acidified with dilute HCl and extracted with 3×3 ml portions of eth... Reactants: B(Br)(Br)Br (BBr3), solution, ClC=1N=C(NC1C(=O)NCC1=C(C(=C(C=C1)Cl)OC1=CC(=CC(=C1)C#N)Cl)F)OC (4-chloro-N-({4-chloro-3-[(3-chloro-5-cyanophenyl)oxy]-2-fluorophenyl}methyl)-2-(methyloxy)-1H-imidazole-5-carboxamide), B(Br)(Br)Br (BBr3), solution. Solvent: C(Cl)Cl (CH2Cl2), C(Cl)Cl (CH2Cl2), C(Cl)Cl (CH2Cl2). Conditions: time 2 hour. The product is ClC1=C(NC(N1)=O)C(=O)NCC1=C(C(=C(C=C1)Cl)OC1=CC(=CC(=C1)C#N)Cl)F (5-chloro-N-({4-chloro-3-[(3-chloro-5-cyanophenyl)oxy]-2-fluorophenyl}methyl)-2-oxo-2,3-dihydro-1H-imidazole-4-carboxamide). Isolated yield 14.2%. RXN SMILES: B(Br)(Br)Br.[Cl:5][C:6]1[N:7]=[C:8]([O:33]C)[NH:9][C:10]=1[C:11]([NH:13][CH2:14][C:15]1[CH:20]=[CH:19][C:18]([Cl:21])=[C:17]([O:22][C:23]2[CH:28]=[C:27]([C:29]#[N:30])[CH:26]=[C:25]([Cl:31])[CH:24]=2)[C:16]=1[F:32])=[O:12]>C(Cl)Cl>[Cl:5][C:6]1[NH:7][C:8](=[O:33])[NH:9][C:10]=1[C:11]([NH:13][CH2:14][C:15]1[CH:20]=[CH:19][C:18]([Cl:21])=[C:17]([O:22][C:23]2[CH:28]=[C:27]([C:29]#[N:30])[CH:26]=[C:25]([Cl:31])[CH:24]=2)[C:16]=1[F:32])=[O:12]. Procedure details: BBr3 (0.28 mL of a 1M solution in CH2Cl2, 0.28 mmol) was added to a solution of 4-chloro-N-({4-chloro-3-[(3-chloro-5-cyanophenyl)oxy]-2-fluorophenyl}methyl)-2-(methyloxy)-1H-imidazole-5-carboxamide (0.044 g, 0.093 mmol) in CH2Cl2 (1 mL). After 2 h, additional BBr3 (0.30 mL of a 1M solution in CH2Cl2, 0.30 mmol) was added and the reaction mixture was stirred for 3 days. The solution was evaporated, additional BBr3 (1 mL of a 1M solution in CH2Cl2, 1 mmol) was added and the reaction mixture was st... The reactants are C(CCl)Cl (EDC), Cl.COC([C@@H](N)CC1=CC=C(C=C1)OCC1=CC=CC=C1)=O ((O-benzyl)tyrosine methyl ester hydrochloride), COC1=C(C(=O)O)C(=CC=C1)OC (2,6-dimethoxybenzoic acid), C=1C=CC2=C(C1)N=NN2O (HOBT), CN1CCOCC1 (NMM). Run in C(Cl)Cl (DCM), C(Cl)Cl (DCM). Conditions: time 8 hour. The product is COC([C@@H](NC(C1=C(C=CC=C1OC)OC)=O)CC1=CC=C(C=C1)OCC1=CC=CC=C1)=O (N-(2,6-Dimethoxybenzoyl)-(O-benzyl)-L-tyrosine Methyl Ester). Isolated yield 87.2%. Reaction SMILES: C(Cl)CCl.Cl.[CH3:6][O:7][C:8](=[O:26])[C@H:9]([CH2:11][C:12]1[CH:17]=[CH:16][C:15]([O:18][CH2:19][C:20]2[CH:25]=[CH:24][CH:23]=[CH:22][CH:21]=2)=[CH:14][CH:13]=1)[NH2:10].[CH3:27][O:28][C:29]1[CH:37]=[CH:36][CH:35]=[C:34]([O:38][CH3:39])[C:30]=1[C:31](O)=[O:32].C1C=CC2N(O)N=NC=2C=1.CN1CCOCC1>C(Cl)Cl>[CH3:6][O:7][C:8](=[O:26])[C@H:9]([CH2:11][C:12]1[CH:17]=[CH:16][C:15]([O:18][CH2:19][C:20]2[CH:21]=[CH:22][CH:23]=[CH:24][CH:25]=2)=[CH:14][CH:13]=1)[NH:10][C:31](=[O:32])[C:30]1[C:34]([O:38][CH3:39])=[CH:35][CH:36]=[CH:37][C:29]=1[O:28][CH3:27] |f:1.2|. Procedure: EDC (212 mg, 1.1 mmol) was added to a solution of (O-benzyl)tyrosine methyl ester hydrochloride (322 mg, 1 mmol), 2,6-dimethoxybenzoic acid (182 mg, 1 mmol), HOBT (149 mg, 1.1 mmol) and NMM (242 μl, 2.2 mmol) in DCM (10 ml). The mixture was stirred at room temperature overnight, then diluted with DCM (100 ml), washed with 10% citric acid (20 ml), saturated sodium bicarbonate solution (20 ml) and brine (20 ml), dried (Na2SO4) and evaporated under reduced pressure. The residue was purified by colu... The reactants are C([O-])([O-])=O.[K+].[K+] (potassium carbonate), CC(C)(C)C1=CC=2C(=NC=CC2)N1 (2-(1,1-Dimethylethyl)-1H-pyrrolo[2,3-b]pyridine), ClC1=CC(=CC=C1)C(=O)OO (m-chloroperbenzoic acid), C(Cl)Cl (DCM). The solvent is C(C)(=O)OCC (ethyl acetate). Product: CC(C)(C)C1=CC=2C(=[N+](C=CC2)[O-])N1 (2-(1,1-Dimethylethyl)-1H-pyrrolo[2,3-b]pyridine 7-oxide). Reaction SMILES: [CH3:1][C:2]([C:5]1[NH:13][C:8]2=[N:9][CH:10]=[CH:11][CH:12]=[C:7]2[CH:6]=1)([CH3:4])[CH3:3].C(Cl)Cl.ClC1C=CC=C(C(OO)=[O:25])C=1.C(=O)([O-])[O-].[K+].[K+]>C(OCC)(=O)C>[CH3:4][C:2]([C:5]1[NH:13][C:8]2=[N+:9]([O-:25])[CH:10]=[CH:11][CH:12]=[C:7]2[CH:6]=1)([CH3:1])[CH3:3] |f:3.4.5|. Procedure: 2-(1,1-Dimethylethyl)-1H-pyrrolo[2,3-b]pyridine (10 g, 57 mmol) was dissolved in ethyl acetate:DCM (400 ml, 1:1, v/v), cooled to ˜0° C. in an ice bath and treated by dropwise addition of m-chloroperbenzoic acid (15.85 g, 69.5 mmol). The reaction was warmed to room temperature over 3 hours then treated with 30% potassium carbonate (aq) (150 ml). The organic layer was separated and the aqueous washed with further DCM (2×100 ml). The combined organic layers were washed with a sodium metabisulphite ... Reactants: C=Cc1ccc2ccnc(OC3CC(C(=O)OC)N(C(=O)C(NC(=O)OC(C)(C)C)C(C)C)C3)c2c1, Cl, C1COCCO1. The product is Cl, C=Cc1ccc2ccnc(OC3CC(C(=O)OC)N(C(=O)C(N)C(C)C)C3)c2c1. RXN SMILES: [C:1]([O:2][C:3](=[O:4])[NH:8][CH:9]([CH:10]([CH3:11])[CH3:12])[C:13](=[O:14])[N:15]1[CH:16]([C:17](=[O:18])[O:19][CH3:20])[CH2:21][CH:22]([O:24][c:25]2[n:26][cH:27][cH:28][c:29]3[cH:30][cH:31][c:32]([CH:35]=[CH2:36])[cH:33][c:34]23)[CH2:23]1)([CH3:5])([CH3:6])[CH3:7].[ClH:37].[O:38]1[CH2:39][CH2:40][O:41][CH2:42][CH2:43]1>>[ClH:37].[NH2:8][CH:9]([CH:10]([CH3:11])[CH3:12])[C:13](=[O:14])[N:15]1[CH:16]([C:17](=[O:18])[O:19][CH3:20])[CH2:21][CH:22]([O:24][c:25]2[n:26][cH:27][cH:28][c:29]3[cH:30][cH:31][c:32]([CH:35]=[CH2:36])[cH:33][c:34]23)[CH2:23]1. The reactants are ClC=1C=2N(C=CN1)N=C(N2)N (8-Chloro-[1,2,4]triazolo[1,5-a]pyrazin-2-ylamine), C1(=CC=CC=C1)C1CN(CCN1)C(=O)OC(C)(C)C (tert-butyl 3-phenyl-piperazine-1-carboxylate), ClC1=CC(=CC(=C1)OC)OC (1-chloro-3,5-dimethoxy-benzene). Product: COC=1C=C(C=C(C1)OC)NC1=NN2C(C(=NC=C2)N2CC(NCC2)C2=CC=CC=C2)=N1 ((3,5-dimethoxy-phenyl)-[8-(3-phenyl-piperazin-1-yl)-[1,2,4]triazolo[1,5-a]pyrazin-2-yl]-amine). As a reaction SMILES: Cl[C:2]1[C:3]2[N:4]([N:8]=[C:9]([NH2:11])[N:10]=2)[CH:5]=[CH:6][N:7]=1.[C:12]1([CH:18]2[NH:23][CH2:22][CH2:21][N:20](C(OC(C)(C)C)=O)[CH2:19]2)[CH:17]=[CH:16][CH:15]=[CH:14][CH:13]=1.Cl[C:32]1[CH:37]=[C:36]([O:38][CH3:39])[CH:35]=[C:34]([O:40][CH3:41])[CH:33]=1>>[CH3:39][O:38][C:36]1[CH:37]=[C:32]([NH:11][C:9]2[N:10]=[C:3]3[C:2]([N:20]4[CH2:21][CH2:22][NH:23][CH:18]([C:12]5[CH:13]=[CH:14][CH:15]=[CH:16][CH:17]=5)[CH2:19]4)=[N:7][CH:6]=[CH:5][N:4]3[N:8]=2)[CH:33]=[C:34]([O:40][CH3:41])[CH:35]=1. Procedure details: 8-Chloro-[1,2,4]triazolo[1,5-a]pyrazin-2-ylamine and tert-butyl 3-phenyl-piperazine-1-carboxylate were coupled according general procedure 3. The intermediate was isolated and Buchwald Hartwig Amination following general procedure 2 with 1-chloro-3,5-dimethoxy-benzene gave the title compound as a solid. The reactants are ice water, ClC=1C=C2C(NC=3N(C2=CC1)N=NN3)C3=CC=CC=C3 (7-chloro-4,5-dihydro-5-phenyltetrazolo[1,5-a]quinazoline), [H-].[Na+] (sodium hydride), CI (methyl iodide), C(C)(C)OC(C)C (isopropyl ether). Run in CN(C=O)C (dimethylformamide). Reaction conditions: time 1 hour. Yields the product ClC=1C=C2C(N(C=3N(C2=CC1)N=NN3)C)C3=CC=CC=C3 (7-chloro-4,5-dihydro-4-methyl-5-phenyltetrazolo[1,5-a]quinazoline). As a reaction SMILES: [Cl:1][C:2]1[CH:3]=[C:4]2[C:9](=[CH:10][CH:11]=1)[N:8]1[N:12]=[N:13][N:14]=[C:7]1[NH:6][CH:5]2[C:15]1[CH:20]=[CH:19][CH:18]=[CH:17][CH:16]=1.[H-].[Na+].CI.[CH:25](OC(C)C)(C)C>CN(C)C=O>[Cl:1][C:2]1[CH:3]=[C:4]2[C:9](=[CH:10][CH:11]=1)[N:8]1[N:12]=[N:13][N:14]=[C:7]1[N:6]([CH3:25])[CH:5]2[C:15]1[CH:20]=[CH:19][CH:18]=[CH:17][CH:16]=1 |f:1.2|. Procedure details: To a suspension of 0.4 g of 7-chloro-4,5-dihydro-5-phenyltetrazolo[1,5-a]quinazoline in 20 ml of dimethylformamide was added 0.07 g of 50% sodium hydride. After the mixture was stirred at room temperature for 1 hour, 0.4 g of methyl iodide was added thereto. The resulting mixture was stirred at room temperature for 2 hours and then poured into ice-water. The mixture was stirred with a small quantity of isopropyl ether, and the resulting precipitate was collected by filtration, washed successivel...